This data is from the Open Reaction Database (ORD), a public repository of structured organic reaction records. The task is: describe an organic reaction: reactants, conditions, products, and yield Reactants: C1(=CC=CC=C1)C=1N=C(OC1C1=CC=CC=C1)CCC=1C=C(C=CC1)C(C(=O)OCC)=C (ethyl 3-[2-(4,5-diphenyl-2oxazolyl)-ethyl]phenyl-2-propenoate), C(C)(=O)OCC (ethyl acetate). Reagents/catalysts: [Pd] (palladium on charcoal). Reaction conditions: time 27 hour. Product: C1(=CC=CC=C1)C=1N=C(OC1C1=CC=CC=C1)CCC=1C=C(C=CC1)CCC(=O)OCC (ethyl 3-[2-(4,5-diphenyl-2-oxazolyl)ethyl]benzene propanoate). Yield: 90.0%. As a reaction SMILES: [C:1]1([C:7]2[N:8]=[C:9]([CH2:18][CH2:19][C:20]3[CH:21]=[C:22]([C:26](=C)C(OCC)=O)[CH:23]=[CH:24][CH:25]=3)[O:10][C:11]=2[C:12]2[CH:17]=[CH:16][CH:15]=[CH:14][CH:13]=2)[CH:6]=[CH:5][CH:4]=[CH:3][CH:2]=1.[C:33]([O:36][CH2:37][CH3:38])(=[O:35])[CH3:34]>[Pd]>[C:1]1([C:7]2[N:8]=[C:9]([CH2:18][CH2:19][C:20]3[CH:21]=[C:22]([CH2:26][CH2:34][C:33]([O:36][CH2:37][CH3:38])=[O:35])[CH:23]=[CH:24][CH:25]=3)[O:10][C:11]=2[C:12]2[CH:17]=[CH:16][CH:15]=[CH:14][CH:13]=2)[CH:6]=[CH:5][CH:4]=[CH:3][CH:2]=1. Procedure: A solution of ethyl 3-[2-(4,5-diphenyl-2oxazolyl)-ethyl]phenyl-2-propenoate (1.02 g, 2.4 mmol) in ethyl acetate (50 mL) was hydrogenated over 10% palladium on charcoal (0.06 g) at 35 psi. After 27 hours, the mixture was filtered, concentrated and the residue subjected to chromatography on a column of silica gel using a mixture of ethyl acetate and hexanes (9:1) as eluent. Elution gave ethyl 3-[2-(4,5-diphenyl-2-oxazolyl)ethyl]benzene propanoate (0.92 g, 90%) as an oil. The reactants are Cc1ccccc1N=C=O, ClCCl, Nc1ccc(C(=O)N2CCCCc3ccccc32)cc1. Yields the product Cc1ccccc1NC(=O)Nc1ccc(C(=O)N2CCCCc3ccccc32)cc1. Reaction SMILES: [CH3:21][c:22]1[c:23]([N:28]=[C:29]=[O:30])[cH:24][cH:25][cH:26][cH:27]1.[Cl:31][CH2:32][Cl:33].[NH2:1][c:2]1[cH:3][cH:4][c:5]([C:6](=[O:7])[N:8]2[CH2:9][CH2:10][CH2:11][CH2:12][c:13]3[c:14]2[cH:15][cH:16][cH:17][cH:18]3)[cH:19][cH:20]1>>[NH:1]([c:2]1[cH:3][cH:4][c:5]([C:6](=[O:7])[N:8]2[CH2:9][CH2:10][CH2:11][CH2:12][c:13]3[c:14]2[cH:15][cH:16][cH:17][cH:18]3)[cH:19][cH:20]1)[C:29]([NH:28][c:23]1[c:22]([CH3:21])[cH:27][cH:26][cH:25][cH:24]1)=[O:30]. Reactants: BrC1=CC=C(S1)C1=CC(=NN1C1=C(C=CC=C1)Cl)O (5-(5-bromo-thiophene-2-yl)-1-(2-chloro-phenyl)-1H-pyrazole-3-ol), C(=O)([O-])[O-].[K+].[K+] (K2CO3), BrCC(=O)OC (methyl bromoacetate). Solvent: CN(C)C=O (DMF). Reaction conditions: temperature 80 celsius. Yields the product COC(COC1=NN(C(=C1)C=1SC(=CC1)Br)C1=C(C=CC=C1)Cl)=O ([5-(5-bromo-thiophen-2-yl)-1-(2-chloro-phenyl)-1H-pyrazol-3-yloxy]-acetic acid methyl ester). Isolated yield 88.9%. As a reaction SMILES: [Br:1][C:2]1[S:6][C:5]([C:7]2[N:11]([C:12]3[CH:17]=[CH:16][CH:15]=[CH:14][C:13]=3[Cl:18])[N:10]=[C:9]([OH:19])[CH:8]=2)=[CH:4][CH:3]=1.C([O-])([O-])=O.[K+].[K+].Br[CH2:27][C:28]([O:30][CH3:31])=[O:29]>CN(C=O)C>[CH3:31][O:30][C:28](=[O:29])[CH2:27][O:19][C:9]1[CH:8]=[C:7]([C:5]2[S:6][C:2]([Br:1])=[CH:3][CH:4]=2)[N:11]([C:12]2[CH:17]=[CH:16][CH:15]=[CH:14][C:13]=2[Cl:18])[N:10]=1 |f:1.2.3|. Procedure: To a solution of 5-(5-bromo-thiophene-2-yl)-1-(2-chloro-phenyl)-1H-pyrazole-3-ol (2.21 g, 6.21 mmol) in anhydrous DMF was added K2CO3 (1.72 g, 12.43 mmol) and methyl bromoacetate (1.2 mL, 12.43 mmol). The reaction mixture was heated at 80° C. under nitrogen atmosphere overnight. Evaporate the solvent and the residue was dissolved in DCM and it was passed through a short pad of celite. The solvent was concentrated and the crude product was purified by flash column chromatography (20% ethyl acetat... The reactants are [OH-].[K+] (potassium hydroxide), CC(C(=O)OC1=C(C(=C(C(=C1)C)OCC1=CC=CC=C1)C)C)(C)C (2,2-Dimethylpropanoic acid, 2,3,5-trimethyl-4-(phenylmethoxy)phenyl ester). Solvent: O (water), CO (methanol), C1(=CC=CC=C1)C (toluene). The product is CC1=C(C=C(C(=C1C)OCC1=CC=CC=C1)C)O (2,3,5-Trimethyl-4-(phenylmethoxy)phenol). Isolated yield 71.3%. Reaction SMILES: [OH-].[K+].CC(C)(C)C([O:7][C:8]1[CH:13]=[C:12]([CH3:14])[C:11]([O:15][CH2:16][C:17]2[CH:22]=[CH:21][CH:20]=[CH:19][CH:18]=2)=[C:10]([CH3:23])[C:9]=1[CH3:24])=O>O.CO.C1(C)C=CC=CC=1>[CH3:24][C:9]1[C:10]([CH3:23])=[C:11]([O:15][CH2:16][C:17]2[CH:22]=[CH:21][CH:20]=[CH:19][CH:18]=2)[C:12]([CH3:14])=[CH:13][C:8]=1[OH:7] |f:0.1|. Procedure: A solution of 20.8 g (2.1×177 mmol) of potassium hydroxide in 100 mL of water is added to a solution of 57.8 g (177 mmol) of 2,2-dimethylpropanoic acid, 2,3,5-trimethyl-4-(phenylmethoxy)phenyl ester (Example B) in 300 mL of methanol. The solution is stirred at reflux for 6 hours, then permitted to stir at ambient temperature for another 8 hours. The solvent is removed on a rotary evaporator and the residual aqueous solution (dark brown) is diluted with 100 mL of water and acidified with excess 6... Starting materials: N1(CCCCC1)C=1C=CC(=C(N)C1)[N+](=O)[O-] (5-(Piperidin-1-yl)-2-nitroaniline). Reagents/catalysts: [Pd] (Pd-C). Solvent: C(C)O (ethanol). Yields the product N1(CCCCC1)C1=CC(=C(C=C1)N)N (4-(piperidin-1-yl)-1, 2-phenylenediamine). Isolated yield 94.9%. As a reaction SMILES: [N:1]1([C:7]2[CH:8]=[CH:9][C:10]([N+:14]([O-])=O)=[C:11]([CH:13]=2)[NH2:12])[CH2:6][CH2:5][CH2:4][CH2:3][CH2:2]1>C(O)C.[Pd]>[N:1]1([C:7]2[CH:8]=[CH:9][C:10]([NH2:14])=[C:11]([NH2:12])[CH:13]=2)[CH2:2][CH2:3][CH2:4][CH2:5][CH2:6]1. Procedure: The nitroaniline derivative (17.0 g, 0.076 mol) (obtained in step 1 above) was hydrogenated using 10% Pd-C (4.0 g) in ethanol (75 mL) by an analogous procedure to that described in preparation 1 (step 4) to yield 4-(piperidin-1-yl)-1, 2-phenylenediamine (13.8 g, 97%) as a viscous oil. IR (Neat) 3390, 1252 cm-1 ; 1H NMR (CDCl3) 6d 1.52 (m, 2H, CH2), 1.70 (t, J=4.7 Hz, 4H, (CH2)2), 2.90 (t, J=5.0 Hz, 4H, N(CH2)2), 3.00 (brs, 4H, 2×NH2), 6.32 (d, J=8.3 Hz, 1H), 6.38 (s, 1H), 6.62 (d, J=8.1 Hz, 1H);... The reactants are C1CCC2=NCCCN2CC1, CCC(c1ccccc1)N(C(Cc1ccc2c(c1)OCC(c1ccc(OCc3ccc(Cl)c(Cl)c3)cc1)O2)C(=O)OC)S(=O)(=O)c1ccc([N+](=O)[O-])cc1, CN(C)C=O, O=C(O)CS. The product is CCC(NC(Cc1ccc2c(c1)OCC(c1ccc(OCc3ccc(Cl)c(Cl)c3)cc1)O2)C(=O)OC)c1ccccc1. Reaction SMILES: [CH2:60]1[CH2:61][CH2:62][C:63]2=[N:68][CH2:67][CH2:66][CH2:65][N:64]2[CH2:69][CH2:70]1.[CH3:1][O:2][C:3]([CH:4]([CH2:5][c:6]1[cH:7][c:8]2[c:9]([cH:30][cH:31]1)[O:10][CH:11]([c:14]1[cH:15][cH:16][c:17]([O:20][CH2:21][c:22]3[cH:23][c:24]([Cl:29])[c:25]([Cl:28])[cH:26][cH:27]3)[cH:18][cH:19]1)[CH2:12][O:13]2)[N:32]([CH:33]([CH2:34][CH3:35])[c:36]1[cH:37][cH:38][cH:39][cH:40][cH:41]1)[S:42]([c:43]1[cH:44][cH:45][c:46]([N+:47]([O-:48])=[O:49])[cH:50][cH:51]1)(=[O:52])=[O:53])=[O:54].[O:71]=[CH:72][N:73]([CH3:74])[CH3:75].[SH:55][CH2:56][C:57]([OH:58])=[O:59]>>[CH3:1][O:2][C:3]([CH:4]([CH2:5][c:6]1[cH:7][c:8]2[c:9]([cH:30][cH:31]1)[O:10][CH:11]([c:14]1[cH:15][cH:16][c:17]([O:20][CH2:21][c:22]3[cH:23][c:24]([Cl:29])[c:25]([Cl:28])[cH:26][cH:27]3)[cH:18][cH:19]1)[CH2:12][O:13]2)[NH:32][CH:33]([CH2:34][CH3:35])[c:36]1[cH:37][cH:38][cH:39][cH:40][cH:41]1)=[O:54]. Starting materials: CC(C)(C)OC(=O)N1CCC(COc2cc3nccc(Oc4ccc(N)cc4)c3cc2C#N)CC1, CS(C)=O, O=C(Nc1nccs1)Oc1ccccc1. The product is CC(C)(C)OC(=O)N1CCC(COc2cc3nccc(Oc4ccc(NC(=O)Nc5nccs5)cc4)c3cc2C#N)CC1. RXN SMILES: [C:1]([CH3:2])([CH3:3])([CH3:4])[O:5][C:6](=[O:7])[N:8]1[CH2:9][CH2:10][CH:11]([CH2:14][O:15][c:16]2[c:17]([C:34]#[N:35])[cH:18][c:19]3[c:20]([O:26][c:27]4[cH:28][cH:29][c:30]([NH2:33])[cH:31][cH:32]4)[cH:21][cH:22][n:23][c:24]3[cH:25]2)[CH2:12][CH2:13]1.[CH3:51][S:52]([CH3:53])=[O:54].[c:36]1([O:42][C:43](=[O:37])[NH:44][c:45]2[s:46][cH:47][cH:48][n:49]2)[cH:38][cH:39][cH:40][cH:41][cH:50]1>>[C:1]([CH3:2])([CH3:3])([CH3:4])[O:5][C:6](=[O:7])[N:8]1[CH2:9][CH2:10][CH:11]([CH2:14][O:15][c:16]2[c:17]([C:34]#[N:35])[cH:18][c:19]3[c:20]([O:26][c:27]4[cH:28][cH:29][c:30]([NH:33][C:43](=[O:42])[NH:44][c:45]5[s:46][cH:47][cH:48][n:49]5)[cH:31][cH:32]4)[cH:21][cH:22][n:23][c:24]3[cH:25]2)[CH2:12][CH2:13]1.